This data is from the Open Reaction Database (ORD), a public repository of structured organic reaction records. The task is: describe an organic reaction: reactants, conditions, products, and yield Starting materials: CCO, [H][H], N, COc1ccc(C2C(CCC(O)c3ccccc3)C(=O)N2c2ccc(C#N)cc2)cc1. Product: COc1ccc(C2C(CCC(O)c3ccccc3)C(=O)N2c2ccc(CN)cc2)cc1. RXN SMILES: [CH3:35][CH2:36][OH:37].[H:33][H:34].[NH3:32].[OH:1][CH:2]([CH2:3][CH2:4][CH:5]1[CH:6]([c:18]2[cH:19][cH:20][c:21]([O:24][CH3:25])[cH:22][cH:23]2)[N:7]([c:10]2[cH:11][cH:12][c:13]([C:14]#[N:15])[cH:16][cH:17]2)[C:8]1=[O:9])[c:26]1[cH:27][cH:28][cH:29][cH:30][cH:31]1>>[OH:1][CH:2]([CH2:3][CH2:4][CH:5]1[CH:6]([c:18]2[cH:19][cH:20][c:21]([O:24][CH3:25])[cH:22][cH:23]2)[N:7]([c:10]2[cH:11][cH:12][c:13]([CH2:14][NH2:15])[cH:16][cH:17]2)[C:8]1=[O:9])[c:26]1[cH:27][cH:28][cH:29][cH:30][cH:31]1. Starting materials: BrCC1CCCCC1, Cc1cc([N+](=O)[O-])ccc1N=C1NC2(CCCC2)CS1, [Na+], CN(C)C=O, [OH-]. The product is Cc1cc([N+](=O)[O-])ccc1N=C1SCC2(CCCC2)N1CC1CCCCC1. As a reaction SMILES: [Br:21][CH2:22][CH:23]1[CH2:24][CH2:25][CH2:26][CH2:27][CH2:28]1.[CH3:1][c:2]1[c:3]([N:11]=[C:12]2[NH:13][C:14]3([CH2:15][S:16]2)[CH2:17][CH2:18][CH2:19][CH2:20]3)[cH:4][cH:5][c:6]([N+:8](=[O:9])[O-:10])[cH:7]1.[Na+:30].[O:31]=[CH:32][N:33]([CH3:34])[CH3:35].[OH-:29]>>[CH3:1][c:2]1[c:3]([N:11]=[C:12]2[N:13]([CH2:22][CH:23]3[CH2:24][CH2:25][CH2:26][CH2:27][CH2:28]3)[C:14]3([CH2:15][S:16]2)[CH2:17][CH2:18][CH2:19][CH2:20]3)[cH:4][cH:5][c:6]([N+:8](=[O:9])[O-:10])[cH:7]1. Starting materials: CCCO, O=C(O)c1cc([N+](=O)[O-])c(Cl)c([N+](=O)[O-])c1, O, O=S(=O)(O)O, c1ccccc1. The product is CCCOC(=O)c1cc([N+](=O)[O-])c(Cl)c([N+](=O)[O-])c1. Reaction SMILES: [CH2:1]([CH2:2][CH3:3])[OH:4].[Cl:11][c:12]1[c:13]([N+:24](=[O:25])[O-:26])[cH:14][c:15]([C:16](=[O:17])[OH:18])[cH:19][c:20]1[N+:21](=[O:22])[O-:23].[OH2:32].[S:27](=[O:28])(=[O:29])([OH:30])[OH:31].[cH:5]1[cH:6][cH:7][cH:8][cH:9][cH:10]1>>[CH2:1]([CH2:2][CH3:3])[O:4][C:16]([c:15]1[cH:14][c:13]([N+:24](=[O:25])[O-:26])[c:12]([Cl:11])[c:20]([N+:21](=[O:22])[O-:23])[cH:19]1)=[O:17]. Starting materials: CC#N, O=C=Nc1c(Cl)cccc1Cl, Nc1ncnc2ccsc12. Product: O=C(Nc1c(Cl)cccc1Cl)Nc1ncnc2ccsc12. As a reaction SMILES: [CH3:22][C:23]#[N:24].[Cl:1][c:2]1[c:3]([N:9]=[C:10]=[O:11])[c:4]([Cl:8])[cH:5][cH:6][cH:7]1.[NH2:12][c:13]1[c:14]2[c:15]([n:16][cH:17][n:18]1)[cH:19][cH:20][s:21]2>>[Cl:1][c:2]1[c:3]([NH:9][C:10](=[O:11])[NH:12][c:13]2[c:14]3[c:15]([n:16][cH:17][n:18]2)[cH:19][cH:20][s:21]3)[c:4]([Cl:8])[cH:5][cH:6][cH:7]1. The reactants are [C-]#N, CN1CCCC1=O, Clc1ccc2nc(-c3ccccc3)oc2n1. The product is N#Cc1ccc2nc(-c3ccccc3)oc2n1. As a reaction SMILES: [C-:17]#[N:18].[CH3:19][N:20]1[CH2:21][CH2:22][CH2:23][C:24]1=[O:25].[Cl:1][c:2]1[cH:3][cH:4][c:5]2[c:6]([n:7]1)[o:8][c:9](-[c:11]1[cH:12][cH:13][cH:14][cH:15][cH:16]1)[n:10]2>>[c:2]1([C:17]#[N:18])[cH:3][cH:4][c:5]2[c:6]([n:7]1)[o:8][c:9](-[c:11]1[cH:12][cH:13][cH:14][cH:15][cH:16]1)[n:10]2.